From a dataset of the Open Reaction Database (ORD), a public repository of structured organic reaction records. describe an organic reaction: reactants, conditions, products, and yield Starting materials: CC(=O)NCCCC(=O)c1ccc(Cl)cc1CCC(=O)O, C=C(C)C, C1CCOC1, O=S(=O)(O)O. The product is CC(=O)NCCCC(=O)c1ccc(Cl)cc1CCC(=O)OC(C)(C)C. Reaction SMILES: [C:6]([CH3:7])(=[O:8])[NH:9][CH2:10][CH2:11][CH2:12][C:13](=[O:14])[c:15]1[c:16]([CH2:17][CH2:18][C:19](=[O:20])[OH:21])[cH:22][c:23]([Cl:26])[cH:24][cH:25]1.[CH3:27][C:28]([CH3:29])=[CH2:30].[O:31]1[CH2:32][CH2:33][CH2:34][CH2:35]1.[S:1](=[O:2])(=[O:3])([OH:4])[OH:5]>>[C:6]([CH3:7])(=[O:8])[NH:9][CH2:10][CH2:11][CH2:12][C:13](=[O:14])[c:15]1[c:16]([CH2:17][CH2:18][C:19](=[O:20])[O:21][C:28]([CH3:27])([CH3:29])[CH3:30])[cH:22][c:23]([Cl:26])[cH:24][cH:25]1. Reactants: OC1=NC(=CC(=N1)C)C (2-hydroxy-4,6-dimethylpyrimidine), P(=O)(Cl)(Cl)Cl (phosphorous oxychloride), [OH-].[Na+] (sodium hydroxide). The product is ClC1=NC(=CC(=N1)C)C (2-Chloro-4,6-dimethylpyrimidine). As a reaction SMILES: O[C:2]1[N:7]=[C:6]([CH3:8])[CH:5]=[C:4]([CH3:9])[N:3]=1.[OH-].[Na+].P(Cl)(Cl)([Cl:14])=O>>[Cl:14][C:2]1[N:7]=[C:6]([CH3:8])[CH:5]=[C:4]([CH3:9])[N:3]=1 |f:1.2|. Procedure details: A solution of 2-hydroxy-4,6-dimethylpyrimidine (5.0 g) in phosphorous oxychloride (19 ml) was refluxed under heating for 9 hr. The reaction mixture was added dropwise to an aqueous sodium hydroxide solution and extracted with ethyl acetate. The extract was washed with saturated brine and dried over anhydrous sodium sulfate. The solvent was evaporated to give a yellow oil (3.0 g). The obtained yellow oil was purified by silica gel column chromatography (developing solvent; chloroform:methanol=30:... The reactants are C(CCC)C1=NC2=C(N1CC1=CC(=C(C(=C1)Cl)OC(C1=CC=CC=C1)C(=O)OCC)Cl)C=C(C=C2)NC(=O)NC2CCCCC2 (2-n-butyl-1-[4-[(α-ethoxycarbonyl)benzyloxy]-3,5-dichlorobenzyl]-6-cyclohexylaminocarbonylamino-benzimidazole), [OH-].[Na+] (sodium hydroxide). Solvent: C(C)O (ethanol). Product: C(CCC)C1=NC2=C(N1CC1=CC(=C(C(=C1)Cl)OC(C1=CC=CC=C1)C(=O)O)Cl)C=C(C=C2)NC(=O)NC2CCCCC2 (2-n-Butyl-1-[4-[(α-carboxy)benzyloxy]-3,5-dichloro-benzyl]-6-cyclohexylaminocarbonylamino-benzimidazole). As a reaction SMILES: [CH2:1]([C:5]1[N:9]([CH2:10][C:11]2[CH:16]=[C:15]([Cl:17])[C:14]([O:18][CH:19]([C:26]([O:28]CC)=[O:27])[C:20]3[CH:25]=[CH:24][CH:23]=[CH:22][CH:21]=3)=[C:13]([Cl:31])[CH:12]=2)[C:8]2[CH:32]=[C:33]([NH:36][C:37]([NH:39][CH:40]3[CH2:45][CH2:44][CH2:43][CH2:42][CH2:41]3)=[O:38])[CH:34]=[CH:35][C:7]=2[N:6]=1)[CH2:2][CH2:3][CH3:4].[OH-].[Na+]>C(O)C>[CH2:1]([C:5]1[N:9]([CH2:10][C:11]2[CH:12]=[C:13]([Cl:31])[C:14]([O:18][CH:19]([C:26]([OH:28])=[O:27])[C:20]3[CH:21]=[CH:22][CH:23]=[CH:24][CH:25]=3)=[C:15]([Cl:17])[CH:16]=2)[C:8]2[CH:32]=[C:33]([NH:36][C:37]([NH:39][CH:40]3[CH2:45][CH2:44][CH2:43][CH2:42][CH2:41]3)=[O:38])[CH:34]=[CH:35][C:7]=2[N:6]=1)[CH2:2][CH2:3][CH3:4] |f:1.2|. Procedure details: Prepared analogously to Example 1b from 2-n-butyl-1-[4-[(α-ethoxycarbonyl)benzyloxy]-3,5-dichlorobenzyl]-6-cyclohexylaminocarbonylamino-benzimidazole and 1N sodium hydroxide solution in ethanol. The reactants are CCO, CO, Cl, Cc1ccc(C(O)C(F)(F)S(=O)(=O)c2ccccc2)cc1, [Na], C1CCOC1, O. Yields the product Cc1ccc(C(O)C(F)F)cc1. RXN SMILES: [CH3:22][CH2:23][OH:24].[CH3:33][OH:34].[ClH:26].[F:1][C:2]([CH:3]([OH:4])[c:5]1[cH:6][cH:7][c:8]([CH3:11])[cH:9][cH:10]1)([S:12]([c:13]1[cH:14][cH:15][cH:16][cH:17][cH:18]1)(=[O:19])=[O:20])[F:21].[Na:25].[O:27]1[CH2:28][CH2:29][CH2:30][CH2:31]1.[OH2:32]>>[F:1][CH:2]([CH:3]([OH:4])[c:5]1[cH:6][cH:7][c:8]([CH3:11])[cH:9][cH:10]1)[F:21]. Reactants: C1(=CC=CC=C1)C1(CNCC1)CCO (3-phenyl-3-(2-hydroxyethyl)pyrrolidine), Cl.C(C)N=C=NCCCN(C)C (1-ethyl-3-(3-dimethylaminopropyl)carbodiimide hydrochloride), COC=1C=C(C(=O)O)C=C(C1O)OC (3,5-dimethoxy-4-hydroxybenzoic acid), O.ON1N=NC2=C1C=CC=C2 (1-hydroxybenzotriazole hydrate). Solvent: CO.ClCCl (methanol dichloromethane), ClCCl (dichloromethane), ClCCl (dichloromethane). Conditions: time 18 hour. Yields the product COC=1C=C(C(=O)N2CC(CC2)(CCO)C2=CC=CC=C2)C=C(C1O)OC (1-(3.5-Dimethoxy-4-hydroxybenzoyl)-3-phenyl-3-(2-hydroxyethyl)pyrrolidine). RXN SMILES: [C:1]1([C:7]2([CH2:12][CH2:13][OH:14])[CH2:11][CH2:10][NH:9][CH2:8]2)[CH:6]=[CH:5][CH:4]=[CH:3][CH:2]=1.[CH3:15][O:16][C:17]1[CH:18]=[C:19]([CH:23]=[C:24]([O:27][CH3:28])[C:25]=1[OH:26])[C:20](O)=[O:21].O.ON1C2C=CC=CC=2N=N1.Cl.C(N=C=NCCCN(C)C)C>ClCCl.CO.ClCCl>[CH3:28][O:27][C:24]1[CH:23]=[C:19]([CH:18]=[C:17]([O:16][CH3:15])[C:25]=1[OH:26])[C:20]([N:9]1[CH2:10][CH2:11][C:7]([C:1]2[CH:2]=[CH:3][CH:4]=[CH:5][CH:6]=2)([CH2:12][CH2:13][OH:14])[CH2:8]1)=[O:21] |f:2.3,4.5,7.8|. Reported procedure: Combine 3-phenyl-3-(2-hydroxyethyl)pyrrolidine (0.50 g, 2.7 mmol) (prepared by extraction from (−)-3-phenyl-3-(2-hydroxyethyl)pyrrolidine (R,R)-di-p-anisoyltartaric acid salt) and dichloromethane (25 mL). Add 3,5-dimethoxy-4-hydroxybenzoic acid (0.55 g, 2.78 mmol), 1-hydroxybenzotriazole hydrate (0.4 g, 2.9 mmol) and 1-ethyl-3-(3-dimethylaminopropyl)carbodiimide hydrochloride (0.56 g, 2.9 mmol). After 18 hours, dilute the reaction mixture with dichloromethane and extract with saturated aqueous s... The reactants are [BH4-], CC(=O)c1ccc2cnccn12, [Na+], O. Product: CC(O)c1ccc2cnccn12. Reaction SMILES: [BH4-:13].[C:1]([CH3:2])(=[O:3])[c:4]1[cH:5][cH:6][c:7]2[n:8]1[cH:9][cH:10][n:11][cH:12]2.[Na+:14].[OH2:15]>>[CH:1]([CH3:2])([OH:3])[c:4]1[cH:5][cH:6][c:7]2[n:8]1[cH:9][cH:10][n:11][cH:12]2.